From a dataset of the Open Reaction Database (ORD), a public repository of structured organic reaction records. describe an organic reaction: reactants, conditions, products, and yield Reactants: O (Water), FC1=C(C=O)C=CC(=C1)F (2,4-difluorobenzaldehyde), N1(CCNCC1)C(=O)OC(C)(C)C (t-butyl piperazine-1-carboxylate), NaHB(OAc)3. Run in C(Cl)Cl (DCM). Reaction conditions: time 2 hour. Product: FC1=C(CN2CCN(CC2)C(=O)OC(C)(C)C)C=CC(=C1)F (t-butyl 4-(2,4-difluorobenzyl)piperazine-1-carboxylate). As a reaction SMILES: [F:1][C:2]1[CH:9]=[C:8]([F:10])[CH:7]=[CH:6][C:3]=1[CH:4]=O.[N:11]1([C:17]([O:19][C:20]([CH3:23])([CH3:22])[CH3:21])=[O:18])[CH2:16][CH2:15][NH:14][CH2:13][CH2:12]1.O>C(Cl)Cl>[F:1][C:2]1[CH:9]=[C:8]([F:10])[CH:7]=[CH:6][C:3]=1[CH2:4][N:14]1[CH2:13][CH2:12][N:11]([C:17]([O:19][C:20]([CH3:23])([CH3:22])[CH3:21])=[O:18])[CH2:16][CH2:15]1. Procedure: A mixture of 2,4-difluorobenzaldehyde (3.0 g, 21.1 mmol) and t-butyl piperazine-1-carboxylate (4.3 g, 23.1 mmol) in 30 mL of dry DCM is stirred for 2 h at RT, and NaHB(OAc)3 (6.7 g, 31.6 mmol) is added in portions with stirring. After the addition, the reaction mixture is stirred further overnight at RT. Water is added and the resulting mixture is extracted twice with DCM. The organic layer is dried over anhydrous MgSO4, filtered and concentrated in vacuo to obtain t-butyl 4-(2,4-difluorobenzyl)...